This data is from the Open Reaction Database (ORD), a public repository of structured organic reaction records. The task is: describe an organic reaction: reactants, conditions, products, and yield The reactants are C1CCC2=NCCCN2CC1, Cn1nnnc1CCCC(O)=S, COc1ccc(CCN)cc1OC, CC(C)COC(=O)Cl, C1CCOC1. Product: COc1ccc(CCNC(=S)CCCc2nnnn2C)cc1OC. As a reaction SMILES: [CH2:13]1[CH2:14][CH2:15][C:16]2=[N:21][CH2:20][CH2:19][CH2:18][N:17]2[CH2:22][CH2:23]1.[CH3:1][n:2]1[n:3][n:4][n:5][c:6]1[CH2:7][CH2:8][CH2:9][C:10](=[S:11])[OH:12].[CH3:32][O:33][c:34]1[cH:35][c:36]([CH2:42][CH2:43][NH2:44])[cH:37][cH:38][c:39]1[O:40][CH3:41].[Cl:24][C:25]([O:26][CH2:27][CH:28]([CH3:29])[CH3:30])=[O:31].[O:45]1[CH2:46][CH2:47][CH2:48][CH2:49]1>>[CH3:1][n:2]1[n:3][n:4][n:5][c:6]1[CH2:7][CH2:8][CH2:9][C:10](=[S:11])[NH:44][CH2:43][CH2:42][c:36]1[cH:35][c:34]([O:33][CH3:32])[c:39]([O:40][CH3:41])[cH:38][cH:37]1. The reactants are CCCCI, CN(C)C=O, [Cl-], [H-], [NH4+], [Na+], CC(C)(C)OC(=O)NC1CCC(O)CC1. Yields the product CCCCOC1CCC(NC(=O)OC(C)(C)C)CC1. Reaction SMILES: [CH2:18]([CH2:19][CH2:20][CH3:21])[I:22].[CH3:25][N:26]([CH3:27])[CH:28]=[O:29].[Cl-:23].[H-:1].[NH4+:24].[Na+:2].[OH:3][CH:4]1[CH2:5][CH2:6][CH:7]([NH:10][C:11]([O:12][C:13]([CH3:14])([CH3:15])[CH3:16])=[O:17])[CH2:8][CH2:9]1>>[O:3]([CH:4]1[CH2:5][CH2:6][CH:7]([NH:10][C:11]([O:12][C:13]([CH3:14])([CH3:15])[CH3:16])=[O:17])[CH2:8][CH2:9]1)[CH2:18][CH2:19][CH2:20][CH3:21]. Reactants: O(S(=O)(=O)C1=CC=C(C)C=C1)S(=O)(=O)C1=CC=C(C)C=C1 (Ts2O), NC=1C2=C(N=CN1)N(C=C2C2=CC=C1C=CC(=NC1=C2)C2=CC=CC=C2)[C@@H]2C[C@H](C2)CO (trans-{3-[4-amino-5-(2-phenylquinolin-7-yl)-pyrrolo[2,3-d]pyrimidin-7-yl]-cyclobutyl}-methanol), O(S(=O)(=O)C1=CC=C(C)C=C1)S(=O)(=O)C1=CC=C(C)C=C1 (Ts2O). Solvent: C(Cl)Cl (CH2Cl2), C(Cl)Cl (CH2Cl2), N1=CC=CC=C1 (pyridine), C(Cl)Cl (CH2Cl2), O (water), C(=O)(O)[O-].[Na+] (NaHCO3). Conditions: time 16 hour. Yields the product NC=1C2=C(N=CN1)N(C=C2C2=CC=C1C=CC(=NC1=C2)C2=CC=CC=C2)[C@@H]2C[C@H](C2)COS(=O)(=O)C2=CC=C(C=C2)C (Toluene-4-sulfonic acid trans-3-[4-amino-5-(2-phenylquinolin-7-yl)pyrrolo[2,3-d]pyrimidin-7-yl]-cyclobutylmethyl ester). Reaction SMILES: [NH2:1][C:2]1[C:3]2[C:10]([C:11]3[CH:20]=[C:19]4[C:14]([CH:15]=[CH:16][C:17]([C:21]5[CH:26]=[CH:25][CH:24]=[CH:23][CH:22]=5)=[N:18]4)=[CH:13][CH:12]=3)=[CH:9][N:8]([C@H:27]3[CH2:30][C@H:29]([CH2:31][OH:32])[CH2:28]3)[C:4]=2[N:5]=[CH:6][N:7]=1.[O:33](S(C1C=CC(C)=CC=1)(=O)=O)[S:34]([C:37]1[CH:43]=[CH:42][C:40]([CH3:41])=[CH:39][CH:38]=1)(=O)=[O:35]>C(Cl)Cl.N1C=CC=CC=1.O.C([O-])(O)=O.[Na+]>[NH2:1][C:2]1[C:3]2[C:10]([C:11]3[CH:20]=[C:19]4[C:14]([CH:15]=[CH:16][C:17]([C:21]5[CH:26]=[CH:25][CH:24]=[CH:23][CH:22]=5)=[N:18]4)=[CH:13][CH:12]=3)=[CH:9][N:8]([C@H:27]3[CH2:28][C@H:29]([CH2:31][O:32][S:34]([C:37]4[CH:43]=[CH:42][C:40]([CH3:41])=[CH:39][CH:38]=4)(=[O:35])=[O:33])[CH2:30]3)[C:4]=2[N:5]=[CH:6][N:7]=1 |f:5.6|. Procedure details: To a suspension of trans-{3-[4-amino-5-(2-phenylquinolin-7-yl)-pyrrolo[2,3-d]pyrimidin-7-yl]-cyclobutyl}-methanol (105.7 mg, 0.251 mmol) in CH2Cl2 (5 mL) and pyridine (1 mL), cooled in a dry ice/acetone bath, was added a solution of Ts2O (92 mg, 0.28 mmol) in CH2Cl2 (2 mL) over 5 min, then the reaction mixture was warmed up to ambient temperature and stirred for 16 h. More Ts2O (70 mg, 0.21 mmol) was added, and stirring at ambient temperature was continued for 4.5 h. The reaction solution was di... Reactants: NCCC(=O)N[C@@H](CC1=CNC=N1)C(=O)O (3-aminopropionyl-histidine), [OH-].[Na+] (sodium hydroxide), Cl (hydrochloric acid), [OH-].[Na+] (sodium hydroxide), ClC(=O)OCC1=CC=CC=C1 (benzyl chloroformate). The solvent is CC(=O)C (acetone), O (water). Reaction conditions: temperature 22.5 celsius, time 15 hour. The product is C(C1=CC=CC=C1)OC(=O)NCCC(=O)N[C@@H](CC1=CNC=N1)C(=O)O (3-(Benzyloxycarbonylamino) propionyl-L-histidine). Isolated yield 111.1%. Reaction SMILES: [NH2:1][CH2:2][CH2:3][C:4]([NH:6][C@H:7]([C:14]([OH:16])=[O:15])[CH2:8][C:9]1[N:13]=[CH:12][NH:11][CH:10]=1)=[O:5].[OH-].[Na+].Cl[C:20]([O:22][CH2:23][C:24]1[CH:29]=[CH:28][CH:27]=[CH:26][CH:25]=1)=[O:21].Cl>CC(C)=O.O>[CH2:23]([O:22][C:20]([NH:1][CH2:2][CH2:3][C:4]([NH:6][C@H:7]([C:14]([OH:16])=[O:15])[CH2:8][C:9]1[N:13]=[CH:12][NH:11][CH:10]=1)=[O:5])=[O:21])[C:24]1[CH:29]=[CH:28][CH:27]=[CH:26][CH:25]=1 |f:1.2|. Procedure details: A 0.5 L round-bottom flask is loaded with 22.6 g of 3-aminopropionyl-histidine, 150 ml of water and 30 ml of acetone. The solution is adjusted to pH 13.00 with 30% sodium hydroxide, then cooled to 0-5° C., at which temperature 18.7 g of benzyl chloroformate are dropwise added in about 1 h, keeping pH at 12-13 with sodium hydroxide. Afterwards, the mixture is stirred for 15 h at 20-25° C., acidified to pH 2.0-2.5 with 37% hydrochloric acid, then concentrated under vacuum, at 50° C. maximum, carry... The reactants are [H-].[Na+] (NaH), C(CC(=O)C)(=O)OCC (ethyl acetoacetate), BrCC(C(F)(F)F)=O (3-bromo-1,1,1-trifluoroacetone). Run in [Cl-].[Na+].O (brine), C1CCOC1 (THF). Run at time 30 minute. Yields the product C(C)(=O)C(C(=O)OCC)CC(C(F)(F)F)=O (Ethyl 2-acetyl-5,5,5-trifluoro-4-oxopentanoate). RXN SMILES: [C:1]([O:7][CH2:8][CH3:9])(=[O:6])[CH2:2][C:3]([CH3:5])=[O:4].[H-].[Na+].Br[CH2:13][C:14](=[O:19])[C:15]([F:18])([F:17])[F:16]>C1COCC1.[Cl-].[Na+].O>[C:3]([CH:2]([CH2:13][C:14](=[O:19])[C:15]([F:18])([F:17])[F:16])[C:1]([O:7][CH2:8][CH3:9])=[O:6])(=[O:4])[CH3:5] |f:1.2,5.6.7|. Procedure: To a mixture of ethyl acetoacetate (3.98 mL) in THF (dry) (50 mL) was added NaH (1.571 g) at 0° C., and the mixture was stirred for 30 min at the same temperature. To the mixture was added 3-bromo-1,1,1-trifluoroacetone (5 g) 0° C., and the mixture was stirred for 3 h. The mixture was poured into brine at room temperature and extracted with EtOAc. The organic layer was separated, washed successively with water and brine, dried over MgSO4 and concentrated in vacuo. The residue was purified by sil... Starting materials: C[O-].[Na+] (sodium methoxide), COC1=CC=C(C(=O)C2=CNC3=CC=CC=C23)C=C1 (3-(p-methoxybenzoyl)indole), CI (methyl iodide). Run in CN(C=O)C (dimethylformamide). Run at time 1 hour. Yields the product COC1=CC=C(C(=O)C2=CN(C3=CC=CC=C23)C)C=C1 (3-(p-methoxybenzoyl)-N-methylindole). RXN SMILES: [CH3:1][O:2][C:3]1[CH:19]=[CH:18][C:6]([C:7]([C:9]2[C:17]3[C:12](=[CH:13][CH:14]=[CH:15][CH:16]=3)[NH:11][CH:10]=2)=[O:8])=[CH:5][CH:4]=1.[CH3:20][O-].[Na+].CI>CN(C)C=O>[CH3:1][O:2][C:3]1[CH:4]=[CH:5][C:6]([C:7]([C:9]2[C:17]3[C:12](=[CH:13][CH:14]=[CH:15][CH:16]=3)[N:11]([CH3:20])[CH:10]=2)=[O:8])=[CH:18][CH:19]=1 |f:1.2|. Reported procedure: 1 g of compound 1 was dissolved in 30 ml of dimethylformamide and the solution was stirred at room temperature. 258 mg of sodium methoxide was added to the solution, followed by stirring for 30 minutes. Then,678 mg of methyl iodide was added dropwise to the solution and the reaction was continued for 1 hour. The reaction mixture was evaporated to dryness under reduced pressure, followed by addition of ethyl acetate and washing with water. The organic layer was dried over anhydrous sodium sulfate... The reactants are CCN=C=NCCCN(C)C, COC(=O)C(N)C(C)C, O=C(O)c1ccc(-c2ccc(NC(=O)c3nc(-c4ccccc4)oc3C(F)(F)F)cn2)c(Cl)c1, ClCCl, Cl, On1nnc2cccnc21. The product is COC(=O)C(NC(=O)c1ccc(-c2ccc(NC(=O)c3nc(-c4ccccc4)oc3C(F)(F)F)cn2)c(Cl)c1)C(C)C. As a reaction SMILES: [CH2:55]([N:56]=[C:57]=[N:58][CH2:59][CH2:60][CH2:61][N:62]([CH3:63])[CH3:64])[CH3:65].[CH3:35][O:36][C:37]([CH:38]([CH:39]([CH3:40])[CH3:41])[NH2:42])=[O:43].[Cl:1][c:2]1[cH:3][c:4]([C:5](=[O:6])[OH:7])[cH:8][cH:9][c:10]1-[c:11]1[n:12][cH:13][c:14]([NH:17][C:18](=[O:19])[c:20]2[n:21][c:22](-[c:29]3[cH:30][cH:31][cH:32][cH:33][cH:34]3)[o:23][c:24]2[C:25]([F:26])([F:27])[F:28])[cH:15][cH:16]1.[Cl:66][CH2:67][Cl:68].[ClH:54].[OH:44][n:45]1[c:46]2[n:47][cH:48][cH:49][cH:50][c:51]2[n:52][n:53]1>>[Cl:1][c:2]1[cH:3][c:4]([C:5](=[O:6])[NH:42][CH:38]([C:37]([O:36][CH3:35])=[O:43])[CH:39]([CH3:40])[CH3:41])[cH:8][cH:9][c:10]1-[c:11]1[n:12][cH:13][c:14]([NH:17][C:18](=[O:19])[c:20]2[n:21][c:22](-[c:29]3[cH:30][cH:31][cH:32][cH:33][cH:34]3)[o:23][c:24]2[C:25]([F:26])([F:27])[F:28])[cH:15][cH:16]1. Starting materials: N[C@H](C(=O)NC=1C=C(C(=O)O)C=C(C1)C1=CC=NC=C1)CC1=CC=CC=C1 ((S)-3-(2-Amino-3-phenylpropanamido)-5-(pyridin-4-yl)benzoic acid), S1C=NC(=C1)C=O (thiazole-4-carbaldehyde), C(C)(=O)O[BH-](OC(C)=O)OC(C)=O.[Na+] (sodium triacetoxyborohydride). The solvent is C(Cl)Cl (DCM). Reaction conditions: time 1 hour. Yields the product C1(=CC=CC=C1)C[C@@H](C(=O)NC=1C=C(C(=O)O)C=C(C1)C1=CC=NC=C1)NCC1=CN=CS1 ((S)-3-(3-Phenyl-2-(thiazol-5-ylmethylamino)propanamido)-5-(pyridin-4-yl)benzoic acid). Yield: 35.8%. As a reaction SMILES: [NH2:1][C@@H:2]([CH2:21][C:22]1[CH:27]=[CH:26][CH:25]=[CH:24][CH:23]=1)[C:3]([NH:5][C:6]1[CH:7]=[C:8]([CH:12]=[C:13]([C:15]2[CH:20]=[CH:19][N:18]=[CH:17][CH:16]=2)[CH:14]=1)[C:9]([OH:11])=[O:10])=[O:4].[S:28]1[CH:32]=[C:31](C=O)[N:30]=[CH:29]1.[C:35](O[BH-](OC(=O)C)OC(=O)C)(=O)C.[Na+]>C(Cl)Cl>[C:22]1([CH2:21][C@H:2]([NH:1][CH2:35][C:32]2[S:28][CH:29]=[N:30][CH:31]=2)[C:3]([NH:5][C:6]2[CH:7]=[C:8]([CH:12]=[C:13]([C:15]3[CH:20]=[CH:19][N:18]=[CH:17][CH:16]=3)[CH:14]=2)[C:9]([OH:11])=[O:10])=[O:4])[CH:23]=[CH:24][CH:25]=[CH:26][CH:27]=1 |f:2.3|. Procedure: To a solution of (S)-3-(2-amino-3-phenylpropanamido)-5-(pyridin-4-yl)benzoic acid (45.1) (181 mg, 0.50 mmol) in DCM (5 mL) was added thiazole-4-carbaldehyde (56 mg, 0.50 mmol). The mixture was stirred for 1 h, sodium triacetoxyborohydride (212 mg, 1.00 mmol) was then added and the mixture stirred for an additional 1 hour at room temperature. The reaction mixture was then concentrated and the crude product purified by reverse phase chromatography (0-100% CH3CN/water+0.5% TFA) to afford (S)-3-(3-p... Starting materials: CNC(=S)C1(C(CCCC1)=O)C=1C=NC=CC1 ((±)-N-methyl-2-oxo-1-(3-pyridyl)cyclohexanecarbothioamide), NC1=CC=CC=C1 (aniline), C([O-])(O)=O.[Na+] (sodium bicarbonate). Reagents/catalysts: [Ti](Cl)(Cl)(Cl)Cl (titanium tetrachloride). Solvent: ClC(C)Cl (dichloroethane), O (water). Run at temperature 25 celsius. The product is CNC(=S)C1(C(CCCC1)=NC1=CC=CC=C1)C=1C=NC=CC1 (N-methyl-2-phenylimino-1-(3-pyridyl)cyclohexanecarbothioamide). Reaction SMILES: [CH3:1][NH:2][C:3]([C:5]1([C:12]2[CH:13]=[N:14][CH:15]=[CH:16][CH:17]=2)[CH2:10][CH2:9][CH2:8][CH2:7][C:6]1=O)=[S:4].[NH2:18][C:19]1[CH:24]=[CH:23][CH:22]=[CH:21][CH:20]=1.C(=O)(O)[O-].[Na+]>ClC(Cl)C.O.[Ti](Cl)(Cl)(Cl)Cl>[CH3:1][NH:2][C:3]([C:5]1([C:12]2[CH:13]=[N:14][CH:15]=[CH:16][CH:17]=2)[CH2:10][CH2:9][CH2:8][CH2:7][C:6]1=[N:18][C:19]1[CH:24]=[CH:23][CH:22]=[CH:21][CH:20]=1)=[S:4] |f:2.3|. Procedure: A stirred suspension of (±)-N-methyl-2-oxo-1-(3-pyridyl)cyclohexanecarbothioamide (2.5 g) and aniline (3.72 g) in anhydrous dichloroethane (30 ml) under an argon atmosphere was treated dropwise at 25° C. with titanium tetrachloride (0.8 ml). The reaction mixture was stirred at 25° C. until completion of the reaction (as judged by TLC analysis), and then it was poured into a solution of sodium bicarbonate (16.8 g) in water (100 ml) and stirred for 15 minutes. The mixture was filtered through a pa... Reactants: FC1=C(C(=CC=C1)F)C1=NC2=C(C=3C=CC(=CC13)C#N)N(N=C2NC2CCN(CC2)S(=O)(=O)CC)COCC[Si](C)(C)C (5-(2,6-difluorophenyl)-3-{[1-(ethylsulphonyl)piperidin-4-yl]amino}-1-([2-(trimethylsilyl)ethoxy]methyl}-1H-pyrazolo[4,3-c]isoquinoline-7-carbonitrile), C(=O)(C(F)(F)F)O (TFA). Solvent: C(Cl)Cl (DCM), O (water). Run at temperature 0 celsius, time 3 hour. Product: FC1=C(C(=CC=C1)F)C1=NC2=C(C=3C=CC(=CC13)C#N)NN=C2NC2CCN(CC2)S(=O)(=O)CC (5-(2,6-difluorophenyl)-3-{[1-(ethylsulphonyl)piperidin-4-yl]amino}-1H-pyrazolo[4,3-c]isoquinoline-7-carbonitrile). Yield: 68.2%. RXN SMILES: [F:1][C:2]1[CH:7]=[CH:6][CH:5]=[C:4]([F:8])[C:3]=1[C:9]1[C:18]2[CH:17]=[C:16]([C:19]#[N:20])[CH:15]=[CH:14][C:13]=2[C:12]2[N:21](COCC[Si](C)(C)C)[N:22]=[C:23]([NH:24][CH:25]3[CH2:30][CH2:29][N:28]([S:31]([CH2:34][CH3:35])(=[O:33])=[O:32])[CH2:27][CH2:26]3)[C:11]=2[N:10]=1.C(O)(C(F)(F)F)=O>C(Cl)Cl.O>[F:8][C:4]1[CH:5]=[CH:6][CH:7]=[C:2]([F:1])[C:3]=1[C:9]1[C:18]2[CH:17]=[C:16]([C:19]#[N:20])[CH:15]=[CH:14][C:13]=2[C:12]2[NH:21][N:22]=[C:23]([NH:24][CH:25]3[CH2:30][CH2:29][N:28]([S:31]([CH2:34][CH3:35])(=[O:32])=[O:33])[CH2:27][CH2:26]3)[C:11]=2[N:10]=1. Procedure details: A 10 ml round-bottomed flask equipped with a magnetic stirrer is charged with 50 mg of 5-(2,6-difluorophenyl)-3-{[1-(ethylsulphonyl)piperidin-4-yl]amino}-1-([2-(trimethylsilyl)ethoxy]methyl}-1H-pyrazolo[4,3-c]isoquinoline-7-carbonitrile in 5 ml of DCM. After cooling to 0° C. using an ice bath, 0.1 ml of TFA is added and the mixture is stirred at RT for 3 h. It is concentrated under RP and the solid obtained is taken up in 20 ml of water and extracted with three times 20 ml of AcOEt. The combined...